describe an organic reaction: reactants, conditions, products, and yield From a dataset of the Open Reaction Database (ORD), a public repository of structured organic reaction records. Reactants: Br (hydrobromic acid), COC1=CC=C2C=C(C(NC2=C1)=O)C (7-methoxy-3-methyl-1H-quinolin-2-one). The solvent is O (water). Yields the product OC1=CC=C2C=C(C(NC2=C1)=O)C (7-hydroxy-3-methyl-1H-quinolin-2-one). Yield: 86.6%. Reaction SMILES: Br.C[O:3][C:4]1[CH:13]=[C:12]2[C:7]([CH:8]=[C:9]([CH3:15])[C:10](=[O:14])[NH:11]2)=[CH:6][CH:5]=1>O>[OH:3][C:4]1[CH:13]=[C:12]2[C:7]([CH:8]=[C:9]([CH3:15])[C:10](=[O:14])[NH:11]2)=[CH:6][CH:5]=1. Procedure details: 47% hydrobromic acid (60 ml) suspension of 2.12 g of 7-methoxy-3-methyl-1H-quinolin-2-one was refluxed for six hours. After cooling, water was added to the reaction solution and precipitated crystals were separated by filtration. The crystals were dissolved in a mixed solvent of dichloromethane and methanol and dried over magnesium sulfate, and the solvent was evaporated under reduced pressure and 1.7 g of 7-hydroxy-3-methyl-1H-quinolin-2-one was obtained in the form of a brown powder. Reactants: O=C(CC(C(=O)O)CS(=O)(=O)CC1=CC=CC=C1)N1CCCCC1 (4-oxo-2-benzylsulfonylmethyl-4-piperidin-1-yl-butyric acid), OC(=O)C(F)(F)F.NC(C(O)C=1OC(=NN1)C1=CC=NC=C1)CC (2-amino-1-(5-pyridin-4-yl-[1,3,4]oxadiazol-2-yl)-butan-1-ol TFA salt), C=1C=CC2=C(C1)N=NN2O (HOBt), C(CCl)Cl (EDC), CN1CCOCC1 (N-methylmorpholine). Run in C(Cl)Cl (MeCl2). Conditions: time 14 hour. Product: OC(C(CC)NC(C(CC(=O)N1CCOCC1)(S(=O)(=O)CC1=CC=CC=C1)C)=O)C=1OC(=NN1)C1=CC=NC=C1 (N-{1-[Hydroxy-(5-pyridin-4-yl-[1,3,4]oxadiazol-2-yl)-methyl]-propyl}-4-morpholin-4-yl-4-oxo-2-benzylsulfonyl-methyl-butyramide). RXN SMILES: O=C(N1CCCCC1)C[CH:4]([CH2:8][S:9]([CH2:12][C:13]1[CH:18]=[CH:17][CH:16]=[CH:15][CH:14]=1)(=[O:11])=[O:10])[C:5]([OH:7])=O.[OH:25][C:26](C(F)(F)F)=O.[NH2:32][CH:33]([CH2:47][CH3:48])[CH:34]([C:36]1[O:37][C:38]([C:41]2[CH:46]=[CH:45][N:44]=[CH:43][CH:42]=2)=[N:39][N:40]=1)[OH:35].[CH:49]1C=CC2N(O)N=NC=2C=1.C(Cl)CCl.C[N:64]1[CH2:69][CH2:68][O:67][CH2:66][CH2:65]1>C(Cl)Cl>[OH:35][CH:34]([C:36]1[O:37][C:38]([C:41]2[CH:46]=[CH:45][N:44]=[CH:43][CH:42]=2)=[N:39][N:40]=1)[CH:33]([NH:32][C:26](=[O:25])[C:8]([CH3:49])([S:9]([CH2:12][C:13]1[CH:14]=[CH:15][CH:16]=[CH:17][CH:18]=1)(=[O:10])=[O:11])[CH2:4][C:5]([N:64]1[CH2:69][CH2:68][O:67][CH2:66][CH2:65]1)=[O:7])[CH2:47][CH3:48] |f:1.2|. Procedure: To a stiffed mixture of 4-oxo-2-benzylsulfonylmethyl-4-piperidin-1-yl-butyric acid (105.9 mg, 0.3 mmol), 2-amino-1-(5-pyridin-4-yl-[1,3,4]oxadiazol-2-yl)-butan-1-ol TFA salt (105 mg), prepared as in reference 18, and HOBt (55 mg, 0.36 mmol) in MeCl2 (5 ml), was added EDC (86.4 mg, 0.45 mmol) and N-methylmorpholine (0.25 ml) at room temperature. After stirring for 14 hours, the reaction mixture was extracted with ethyl acetate. The organic layer was washed with saturated NaHCO3, brine, dried with... Reactants: CCCC1(O)CCNC1C, N#Cc1c(F)cc(F)cc1F, [Li+], [Li+], O=C([O-])[O-]. Yields the product CCCC1(O)CCN(c2cc(F)c(C#N)c(F)c2)C1C. As a reaction SMILES: [CH3:1][CH:2]1[NH:3][CH2:4][CH2:5][C:6]1([OH:7])[CH2:8][CH2:9][CH3:10].[F:11][c:12]1[c:13]([C:14]#[N:15])[c:16]([F:21])[cH:17][c:18]([F:20])[cH:19]1.[Li+:22].[Li+:23].[O-:24][C:25](=[O:26])[O-:27]>>[CH3:1][CH:2]1[N:3]([c:18]2[cH:17][c:16]([F:21])[c:13]([C:14]#[N:15])[c:12]([F:11])[cH:19]2)[CH2:4][CH2:5][C:6]1([OH:7])[CH2:8][CH2:9][CH3:10]. Starting materials: CC(=O)Nc1ccc(Br)c(C(=O)O)c1, CC(=O)[O-], CC(=O)[O-], CC(=O)O, [Cu+2], [K+], [K+], CCn1nccc1N, O=C([O-])[O-], CN(C)C=O, O. The product is CCn1nccc1Nc1ccc(NC(C)=O)cc1C(=O)O. RXN SMILES: [C:1]([CH3:2])(=[O:3])[NH:4][c:5]1[cH:6][cH:7][c:8]([Br:14])[c:9]([C:10](=[O:11])[OH:12])[cH:13]1.[C:34]([O-:35])(=[O:36])[CH3:37].[C:39]([O-:40])(=[O:41])[CH3:42].[CH3:43][C:44](=[O:45])[OH:46].[Cu+2:38].[K+:28].[K+:29].[NH2:20][c:21]1[cH:22][cH:23][n:24][n:25]1[CH2:26][CH3:27].[O-:30][C:31]([O-:32])=[O:33].[O:15]=[CH:16][N:17]([CH3:18])[CH3:19].[OH2:47]>>[C:1]([CH3:2])(=[O:3])[NH:4][c:5]1[cH:6][cH:7][c:8]([NH:20][c:21]2[cH:22][cH:23][n:24][n:25]2[CH2:26][CH3:27])[c:9]([C:10](=[O:11])[OH:12])[cH:13]1. The reactants are CC(=O)CC(C)C, C1CN(CC2CO2)CCO1, O=c1oc2c(c(O)c1-c1ccccc1)CCCC2. The product is O=c1oc2c(c(OCC(O)CN3CCOCC3)c1-c1ccccc1)CCCC2. As a reaction SMILES: [CH2:29]([C:30]([CH3:31])=[O:32])[CH:33]([CH3:34])[CH3:35].[O:19]1[CH2:20][CH2:21][N:22]([CH2:25][CH:26]2[CH2:27][O:28]2)[CH2:23][CH2:24]1.[OH:1][c:2]1[c:3](-[c:13]2[cH:14][cH:15][cH:16][cH:17][cH:18]2)[c:4](=[O:12])[o:5][c:6]2[c:11]1[CH2:10][CH2:9][CH2:8][CH2:7]2>>[O:1]([c:2]1[c:3](-[c:13]2[cH:14][cH:15][cH:16][cH:17][cH:18]2)[c:4](=[O:12])[o:5][c:6]2[c:11]1[CH2:10][CH2:9][CH2:8][CH2:7]2)[CH2:27][CH:26]([CH2:25][N:22]1[CH2:21][CH2:20][O:19][CH2:24][CH2:23]1)[OH:28]. Reactants: C(C1=CC=CC=C1)OC1=C2C(=CNC2=CC=C1F)CCN(C)C (2-(4-Benzyloxy-5-fluoro-1H-indol-3-yl)-N,N-dimethylethanamine), C(CC)N1C=C(C2=C3C(=CC=C12)OCCO3)CC(=O)N (2-(7-propyl-3,7-dihydro-2H-[1,4]dioxino[2,3-e]indol-9-yl)acetamide). Yields the product C(CC)N1C=C(C2=C3C(=CC=C12)OCCO3)CCN (2-(7-propyl-3,7-dihydro-2H-[1,4]dioxino[2,3-e]indol-9-yl)ethanamine). Yield: 9.0%. Reaction SMILES: C(OC1C(F)=CC=C2C=1C(CCN(C)C)=CN2)C1C=CC=CC=1.[CH2:24]([N:27]1[C:35]2[C:30](=[C:31]3[O:39][CH2:38][CH2:37][O:36][C:32]3=[CH:33][CH:34]=2)[C:29]([CH2:40][C:41]([NH2:43])=O)=[CH:28]1)[CH2:25][CH3:26]>>[CH2:24]([N:27]1[C:35]2[C:30](=[C:31]3[O:39][CH2:38][CH2:37][O:36][C:32]3=[CH:33][CH:34]=2)[C:29]([CH2:40][CH2:41][NH2:43])=[CH:28]1)[CH2:25][CH3:26]. Procedure details: Following the procedure (step 6, scheme 1) used to prepare compound 1-7a, compound 40-6 gave compound 40-7 (5 mg, 9%) as yellow oil. 1H NMR (300 MHz, MeOD-d6): δ (ppm) 6.87 (s, 1H), 6.73 (d, J=8.8 Hz, 1H), 6.61 (d, J=8.8 Hz, 1H), 4.26-4.24 (m, 2H), 4.16-1.15 (m, 2H), 3.91 (t, J=7.2 Hz, 2H), 3.13 (t, J=7.2 Hz, 2H), 3.02 (t, J=7.2 Hz, 2H), 1.71 (q, J=7.2 Hz, 2H), 0.80 (t, J=7.2 Hz, 3H). LCMS: calc 260.2 found 261.1 [MH]+.